Task: describe an organic reaction: reactants, conditions, products, and yield. Dataset: the Open Reaction Database (ORD), a public repository of structured organic reaction records Starting materials: C(CCCCCCCCCCCC)OC1=CC=C(C(=O)O)C=C1 (p-tridecyloxybenzoic acid), B (borane), ice. The solvent is O1CCCC1 (tetrahydrofuran), O1CCCC1 (tetrahydrofuran). Conditions: time 22 hour. Product: C(CCCCCCCCCCCC)OC1=CC=C(CO)C=C1 (p-Tridecyloxybenzyl Alcohol). RXN SMILES: B.[CH2:2]([O:15][C:16]1[CH:24]=[CH:23][C:19]([C:20](O)=[O:21])=[CH:18][CH:17]=1)[CH2:3][CH2:4][CH2:5][CH2:6][CH2:7][CH2:8][CH2:9][CH2:10][CH2:11][CH2:12][CH2:13][CH3:14]>O1CCCC1>[CH2:2]([O:15][C:16]1[CH:17]=[CH:18][C:19]([CH2:20][OH:21])=[CH:23][CH:24]=1)[CH2:3][CH2:4][CH2:5][CH2:6][CH2:7][CH2:8][CH2:9][CH2:10][CH2:11][CH2:12][CH2:13][CH3:14]. Reported procedure: To 200 ml. of 1.0 M borane in tetrahydrofuran, chilled in an ice bath is added dropwise over 30 minutes 32.0 g. of p-tridecyloxybenzoic acid in 450 ml. of tetrahydrofuran. After 22 hours at room temperature, the mixture is poured onto ice. After the ice melts, the solid is filtered and washed with water to give white crystals, m.p. 72°-75° C. Recrystallization from ethanol gives white crystals, m.p. 74°-75° C. Reactants: C(C)(C)(C)OC(CN1[C@@H](CCCC1)COC1=CC=C(C=C1)OC1=CC=C(C=C1)Cl)=O ({(S)-2-[4-(4-Chloro-phenoxy)-phenoxymethyl]-piperidin-1-yl}-acetic acid tert-butyl ester), Cl (HCl). Run in O1CCOCC1 (1,4-dioxane). Reaction conditions: temperature 55 celsius, time 5 hour. Product: Cl.ClC1=CC=C(OC2=CC=C(OC[C@H]3N(CCCC3)CC(=O)O)C=C2)C=C1 ({(S)-2-[4-(4-Chloro-phenoxy)-phenoxymethyl]-piperidin-1-yl}-acetic acid hydrochloride). RXN SMILES: C([O:5][C:6](=[O:30])[CH2:7][N:8]1[CH2:13][CH2:12][CH2:11][CH2:10][C@H:9]1[CH2:14][O:15][C:16]1[CH:21]=[CH:20][C:19]([O:22][C:23]2[CH:28]=[CH:27][C:26]([Cl:29])=[CH:25][CH:24]=2)=[CH:18][CH:17]=1)(C)(C)C.Cl>O1CCOCC1>[ClH:29].[Cl:29][C:26]1[CH:27]=[CH:28][C:23]([O:22][C:19]2[CH:18]=[CH:17][C:16]([O:15][CH2:14][C@@H:9]3[CH2:10][CH2:11][CH2:12][CH2:13][N:8]3[CH2:7][C:6]([OH:30])=[O:5])=[CH:21][CH:20]=2)=[CH:24][CH:25]=1 |f:3.4|. Procedure details: To the product from step 1 (55 mg, 0.127 mmol) in 1,4-dioxane (2 mL) was added 12N HCl (1.7 mL) and the resulting mixture was stirred at 55° C. for 5 h. The solvent was removed in vacuo to obtain the product as a solid. The oil was triturated with diethyl ether (4 mL) to obtain the title product as a white solid (27 mg, 52%): MS; m/z 374 (M−H): LCMS (UV) 94%; 1H NMR (400 MHz, DMSO-d6) δ 1.49-1.54 (m, 1H), 1.74-1.83 (m, 4H), 1.93-1.96 (m, 1H), 3.30-3.36 (m, 2H), 3.44-3.47 (m, 1H), 3.82-3.84 (m, 1... Starting materials: CCOC(=O)C=P(c1ccccc1)(c1ccccc1)c1ccccc1, COC(O)c1cc(=O)c(OCc2ccccc2)c[nH]1, Cc1ccc(S(=O)(=O)O)cc1. Product: O=P(c1ccccc1)(c1ccccc1)c1ccccc1. RXN SMILES: [CH2:31]([O:32][C:33](=[O:34])[CH:35]=[P:36]([c:37]1[cH:38][cH:39][cH:40][cH:41][cH:42]1)([c:43]1[cH:44][cH:45][cH:46][cH:47][cH:48]1)[c:49]1[cH:50][cH:51][cH:52][cH:53][cH:54]1)[CH3:55].[O:12]=[c:13]1[c:14]([O:15][CH2:16][c:17]2[cH:18][cH:19][cH:20][cH:21][cH:22]2)[cH:23][nH:24][c:25]([CH:26]([OH:27])[O:28][CH3:29])[cH:30]1.[c:1]1([CH3:2])[cH:3][cH:4][c:5]([S:6]([OH:7])(=[O:8])=[O:9])[cH:10][cH:11]1>>[O:8]=[P:36]([c:37]1[cH:38][cH:39][cH:40][cH:41][cH:42]1)([c:43]1[cH:44][cH:45][cH:46][cH:47][cH:48]1)[c:49]1[cH:50][cH:51][cH:52][cH:53][cH:54]1. The reactants are OC=1C=C(C=CC1C(C)(C)C)NC(=O)C1=CNC2=CC=CC=C2C1=O (N-(3-hydroxy-4-tert-butyl-phenyl)-4-oxo-1H-quinoline-3-carboxamide), CI (methyl iodide). The solvent is CC#N (CH3CN). Product: OC=1C=C(C=CC1C(C)(C)C)NC(=O)C=1C=NC2=CC=CC=C2C1OC (N-(3-Hydroxy-4-tert-butyl-phenyl)-4-methoxy-quinoline-3-carboxamide). Reaction SMILES: [OH:1][C:2]1[CH:3]=[C:4]([NH:12][C:13]([C:15]2[C:24](=[O:25])[C:23]3[C:18](=[CH:19][CH:20]=[CH:21][CH:22]=3)[NH:17][CH:16]=2)=[O:14])[CH:5]=[CH:6][C:7]=1[C:8]([CH3:11])([CH3:10])[CH3:9].[CH3:26]I>CC#N>[OH:1][C:2]1[CH:3]=[C:4]([NH:12][C:13]([C:15]2[CH:16]=[N:17][C:18]3[C:23]([C:24]=2[O:25][CH3:26])=[CH:22][CH:21]=[CH:20][CH:19]=3)=[O:14])[CH:5]=[CH:6][C:7]=1[C:8]([CH3:9])([CH3:11])[CH3:10]. Reported procedure: N-(3-Hydroxy-4-tert-butyl-phenyl)-4-methoxy-quinoline-3-carboxamide (415) was synthesized following the general scheme above reacting N-(3-hydroxy-4-tert-butyl-phenyl)-4-oxo-1H-quinoline-3-carboxamide (428) with methyl iodide. 1H NMR (400 MHz, DMSO-d6) δ 12.26 (s, 1H), 9.46 (s, 1H), 8.99 (s, 1H), 8.42 (t, J=4.2 Hz, 1H), 7.95-7.88 (m, 2H), 7.61-7.69 (m, 1H), 7.38 (d, J=2.1 Hz, 1H), 7.10 (d, J=8.4 Hz, 1H), 6.96 (dd, J=8.4, 2.1 Hz, 1H), 4.08 (s, 3H), 1.35 (s, 9H); HPLC ret. time 3.46 min, 10-99% CH... The reactants are [H-].[Na+] (Sodium hydride), suspension, oil, BrC=1C=C(C(=O)OCC)C=C(C1)NC(CCCCl)=O (ethyl 3-bromo-5-[(4-chlorobutanoyl)amino]benzoate). Run in C1CCOC1 (THF). Run at time 2 hour. Yields the product BrC=1C=C(C(=O)OCC)C=C(C1)N1C(CCC1)=O (Ethyl 3-bromo-5-(2-oxo-1-pyrrolidinyl)benzoate). Isolated yield 81.9%. RXN SMILES: [H-].[Na+].[Br:3][C:4]1[CH:5]=[C:6]([CH:12]=[C:13]([NH:15][C:16](=[O:21])[CH2:17][CH2:18][CH2:19]Cl)[CH:14]=1)[C:7]([O:9][CH2:10][CH3:11])=[O:8]>C1COCC1>[Br:3][C:4]1[CH:5]=[C:6]([CH:12]=[C:13]([N:15]2[CH2:19][CH2:18][CH2:17][C:16]2=[O:21])[CH:14]=1)[C:7]([O:9][CH2:10][CH3:11])=[O:8] |f:0.1|. Reported procedure: Sodium hydride, 60% suspension in oil (186 mg, 4.65 mmol) was added portionwise over 2 mins to a solution of ethyl 3-bromo-5-[(4-chlorobutanoyl)amino]benzoate (1.35 g, 3.87 mmol) in dry THF (50 ml) under nitrogen. The reaction mixture was stirred at room temperature for 2 hours. The reaction was quenched by the careful addition of water (25 ml). Diethyl ether (50 ml) was added. The organic phase was washed with water, dried and evaporated to give the title compound as a yellow solid (990 mg, 82%... The solvent is C(C)(C)OC(C)C (diisopropyl ether). Reaction SMILES: [OH:1][CH:2]([C:6]1[S:7][CH:8]=[CH:9][CH:10]=1)[CH2:3][C:4]#[N:5].C(OC=C)(=O)C>C(OC(C)C)(C)C>[OH:1][C@H:2]([C:6]1[S:7][CH:8]=[CH:9][CH:10]=1)[CH2:3][C:4]#[N:5]. Procedure details: Enzymatic Transesterification of 3-hydroxy-3-(2-thienyl) propanenitrile (1): To a solution of 3-hydroxy-3-(2-thienyl) propanenitrile (1) (5 mmol) dissolved in diisopropyl ether (100 mL), Pseudomonas cepacia lipase immobilized on diatomite (PS-D) (500 mg) and vinyl acetate (25 mmol) were added successively and incubated at 25° C. in an orbital shaker. After 50% completion of the reaction (14 h) as indicated by HPLC, the reaction mixture was filtered and solvent was evaporated under reduced pressu... Starting materials: alcohol, OC(CC#N)C=1SC=CC1 (3-hydroxy-3-(2-thienyl) propanenitrile), OC(CC#N)C=1SC=CC1 (3-hydroxy-3-(2-thienyl) propanenitrile), C(C)(=O)OC=C (vinyl acetate). Isolated yield 42.0%. Yields the product O[C@@H](CC#N)C=1SC=CC1 ((S)-3-hydroxy-3-(2-thienyl) propanenitrile).